From a dataset of the Open Reaction Database (ORD), a public repository of structured organic reaction records. describe an organic reaction: reactants, conditions, products, and yield The reactants are CC1N(CCC1)C=1C(=NC2=CC=C(C=C2N1)C(=O)OC)C1=CC=CC=C1 (methyl 3-(2-methylpyrrolidin-1-yl)-2-phenylquinoxaline-6-carboxylate), [OH-].[Na+] (sodium hydroxide). Run in O (water), CO (methanol). Product: CC1N(CCC1)C=1C(=NC2=CC=C(C=C2N1)C(=O)O)C1=CC=CC=C1 (3-(2-methylpyrrolidin-1-yl)-2-phenylquinoxaline-6-carboxylic acid). RXN SMILES: [CH3:1][CH:2]1[CH2:6][CH2:5][CH2:4][N:3]1[C:7]1[C:8]([C:21]2[CH:26]=[CH:25][CH:24]=[CH:23][CH:22]=2)=[N:9][C:10]2[C:15]([N:16]=1)=[CH:14][C:13]([C:17]([O:19]C)=[O:18])=[CH:12][CH:11]=2.[OH-].[Na+]>CO.O>[CH3:1][CH:2]1[CH2:6][CH2:5][CH2:4][N:3]1[C:7]1[C:8]([C:21]2[CH:26]=[CH:25][CH:24]=[CH:23][CH:22]=2)=[N:9][C:10]2[C:15]([N:16]=1)=[CH:14][C:13]([C:17]([OH:19])=[O:18])=[CH:12][CH:11]=2 |f:1.2|. Procedure details: Into a 50-mL round-bottom flask, was placed a solution of methyl 3-(2-methylpyrrolidin-1-yl)-2-phenylquinoxaline-6-carboxylate (110 mg, 0.32 mmol, 1.00 equiv) in methanol (20 mL). Then a solution of sodium hydroxide (63.4 mg, 1.58 mmol, 5.00 equiv) in water (2.5 mL) was added dropwise with stirring. The resulting solution was stirred for 8 h at 50° C. in an oil bath. The resulting mixture was concentrated under vacuum and diluted with 10 ml of water. The pH value of the aqueous solution was adju... The reactants are Cc1cccnc1Br, CCCCO, C1CNCCN1. The product is Cc1cccnc1N1CCNCC1. As a reaction SMILES: [Br:1][c:2]1[n:3][cH:4][cH:5][cH:6][c:7]1[CH3:8].[CH2:15]([OH:16])[CH2:17][CH2:18][CH3:19].[CH2:9]1[CH2:10][NH:11][CH2:12][CH2:13][NH:14]1>>[c:2]1([N:11]2[CH2:10][CH2:9][NH:14][CH2:13][CH2:12]2)[n:3][cH:4][cH:5][cH:6][c:7]1[CH3:8]. Starting materials: Cl.C1(=CC=CC=C1)CC(=O)O (2-phenylacetic acid hydrochloride), C(C1=CC=CC=C1)[C@@H]1C[C@H](NC1)C(=O)NC1=CC=C(C=C1)OC1=CC=C(C=C1)F ((2S,4R)-4-benzyl-N-(4-(4-fluorophenoxy)phenyl)pyrrolidine-2-carboxamide). Product: Compound 31, C(C1=CC=CC=C1)[C@@H]1C[C@H](N(C1)C(CC1=CC=CC=C1)=O)C(=O)NC1=CC=C(C=C1)OC1=CC=C(C=C1)F ((2S,4R)-4-benzyl-N-(4-(4-fluorophenoxy)phenyl)-1-(2-phenylacetyl)pyrrolidine-2-carboxamide). The yield is 43.9%. Reaction SMILES: Cl.[C:2]1([CH2:8][C:9]([OH:11])=O)[CH:7]=[CH:6][CH:5]=[CH:4][CH:3]=1.[CH2:12]([C@H:19]1[CH2:23][NH:22][C@H:21]([C:24]([NH:26][C:27]2[CH:32]=[CH:31][C:30]([O:33][C:34]3[CH:39]=[CH:38][C:37]([F:40])=[CH:36][CH:35]=3)=[CH:29][CH:28]=2)=[O:25])[CH2:20]1)[C:13]1[CH:18]=[CH:17][CH:16]=[CH:15][CH:14]=1>>[CH2:12]([C@H:19]1[CH2:23][N:22]([C:9](=[O:11])[CH2:8][C:2]2[CH:3]=[CH:4][CH:5]=[CH:6][CH:7]=2)[C@H:21]([C:24]([NH:26][C:27]2[CH:32]=[CH:31][C:30]([O:33][C:34]3[CH:35]=[CH:36][C:37]([F:40])=[CH:38][CH:39]=3)=[CH:29][CH:28]=2)=[O:25])[CH2:20]1)[C:13]1[CH:14]=[CH:15][CH:16]=[CH:17][CH:18]=1 |f:0.1|. Procedure details: Proceeding as in Example 1, but substituting 2-phenylacetic acid hydrochloride and (2S,4R)-4-benzyl-N-(4-(4-fluorophenoxy)phenyl)pyrrolidine-2-carboxamide, gave Compound 31, (2S,4R)-4-benzyl-N-(4-(4-fluorophenoxy)phenyl)-1-(2-phenylacetyl)pyrrolidine-2-carboxamide (13.4 mg, 43.9%). 1H-NMR (400 MHz, DMSO-D6): σ 9.97 (s, 1H), 7.54 (t, 2H), 7.19 (m, 12H), 6.97 (m, 4H), 3.74 (m, 1H), 3.65 (s, 2H), 3.27 (m, 2H), 2.62 (m, 4H). MS (EI) for C32H29FN2O3: 509.6 (MH+). Reactants: C(C)(C)(C)C1=NN(C(=C1)NC(NC1=CC=C(C2=CC=CC=C12)OCC1=CC(=NC=C1)NC(CCl)=O)=O)C1=CC=C(C=C1)C (N-(4-((4-(3-(3-tert-butyl-1-p-tolyl-1H-pyrazol-5-yl)ureido)naphthalen-1-yloxy)methyl)pyridin-2-yl)-2-chloroacetamide), C(C)(C)(C)C1=NN(C(=C1)NC(NC1=CC=C(C2=CC=CC=C12)OCC1=CC(=NC=C1)NC(CCl)=O)=O)C1=CC=C(C=C1)C (N-(4-((4-(3-(3-tert-butyl-1-p-tolyl-1H-pyrazol-5-yl)ureido)naphthalen-1-yloxy)methyl)pyridin-2-yl)-2-chloroacetamide), CCN(C(C)C)C(C)C (DIPEA), COCCN1CCNCC1 (N-methoxyethyl piperazine), COCCN1CCNCC1 (N-methoxyethyl piperazine). Run in C(Cl)Cl (DCM), CN(C)C=O (DMF). Reaction conditions: time 3 hour. Yields the product C(C)(C)(C)C1=NN(C(=C1)NC(NC1=CC=C(C2=CC=CC=C12)OCC1=CC(=NC=C1)NC(CN1CCN(CC1)CCOC)=O)=O)C1=CC=C(C=C1)C (N-(4-((4-(3-(3-tert-butyl-1-p-tolyl-1H-pyrazol-5-yl)ureido)naphthalen-1-yloxy)methyl)pyridin-2-yl)-2-(4-(2-methoxyethyl) piperazin-1-yl) acetamide). The yield is 79.8%. As a reaction SMILES: [C:1]([C:5]1[CH:9]=[C:8]([NH:10][C:11](=[O:36])[NH:12][C:13]2[C:22]3[C:17](=[CH:18][CH:19]=[CH:20][CH:21]=3)[C:16]([O:23][CH2:24][C:25]3[CH:30]=[CH:29][N:28]=[C:27]([NH:31][C:32](=[O:35])[CH2:33]Cl)[CH:26]=3)=[CH:15][CH:14]=2)[N:7]([C:37]2[CH:42]=[CH:41][C:40]([CH3:43])=[CH:39][CH:38]=2)[N:6]=1)([CH3:4])([CH3:3])[CH3:2].CCN(C(C)C)C(C)C.[CH3:53][O:54][CH2:55][CH2:56][N:57]1[CH2:62][CH2:61][NH:60][CH2:59][CH2:58]1>C(Cl)Cl.CN(C=O)C>[C:1]([C:5]1[CH:9]=[C:8]([NH:10][C:11](=[O:36])[NH:12][C:13]2[C:22]3[C:17](=[CH:18][CH:19]=[CH:20][CH:21]=3)[C:16]([O:23][CH2:24][C:25]3[CH:30]=[CH:29][N:28]=[C:27]([NH:31][C:32](=[O:35])[CH2:33][N:60]4[CH2:61][CH2:62][N:57]([CH2:56][CH2:55][O:54][CH3:53])[CH2:58][CH2:59]4)[CH:26]=3)=[CH:15][CH:14]=2)[N:7]([C:37]2[CH:42]=[CH:41][C:40]([CH3:43])=[CH:39][CH:38]=2)[N:6]=1)([CH3:4])([CH3:3])[CH3:2]. Procedure details: To a solution of N-(4-((4-(3-(3-tert-butyl-1-p-tolyl-1H-pyrazol-5-yl)ureido)naphthalen-1-yloxy)methyl)pyridin-2-yl)-2-chloroacetamide (Intermediate B) (50 mg, 0.08 mmol) in DCM (1.0 mL), DMF (0.1 mL) and DIPEA (22 μl, 0.13 mmol) was added N-methoxyethyl piperazine (12.5 μl, 0.08 mmol). The reaction mixture was stirred at RT for 3 hr. LC-MS indicated 20% conversion to product. The reaction mixture was heated to 40° C. and stirred for 12 hr. LC-MS indicated 78% conversion to product. A further por... RXN SMILES: [CH3:14][O:15][CH:16]=[C:17]1[C:18](=[O:33])[NH:19][C:20](=[O:32])[c:21]2[cH:22][cH:23][c:24](-[c:27]3[o:28][cH:29][cH:30][cH:31]3)[cH:25][c:26]21.[CH3:34][N:35]([CH3:36])[CH:37]=[O:38].[NH2:1][CH2:2][c:3]1[n:4][cH:5][c:6]([O:10][CH2:11][CH2:12][CH3:13])[c:7]([OH:9])[cH:8]1>>[NH:1]([CH2:2][c:3]1[n:4][cH:5][c:6]([O:10][CH2:11][CH2:12][CH3:13])[c:7]([OH:9])[cH:8]1)[CH:16]=[C:17]1[C:18](=[O:33])[NH:19][C:20](=[O:32])[c:21]2[cH:22][cH:23][c:24](-[c:27]3[o:28][cH:29][cH:30][cH:31]3)[cH:25][c:26]21. Product: CCCOc1cnc(CNC=C2C(=O)NC(=O)c3ccc(-c4ccco4)cc32)cc1O. Starting materials: COC=C1C(=O)NC(=O)c2ccc(-c3ccco3)cc21, CN(C)C=O, CCCOc1cnc(CN)cc1O. The reactants are CC(C)C(=O)C=Cc1ccc(OCc2ccccc2)cc1, C1CCOC1, [Pd]. Product: CC(C)C(=O)CCc1ccc(OCc2ccccc2)cc1. As a reaction SMILES: [CH2:1]([c:2]1[cH:3][cH:4][cH:5][cH:6][cH:7]1)[O:8][c:9]1[cH:10][cH:11][c:12]([CH:15]=[CH:16][C:17]([CH:18]([CH3:19])[CH3:20])=[O:21])[cH:13][cH:14]1.[CH2:23]1[O:24][CH2:25][CH2:26][CH2:27]1.[Pd:22]>>[CH2:1]([c:2]1[cH:3][cH:4][cH:5][cH:6][cH:7]1)[O:8][c:9]1[cH:10][cH:11][c:12]([CH2:15][CH2:16][C:17]([CH:18]([CH3:19])[CH3:20])=[O:21])[cH:13][cH:14]1.